Dataset: the Open Reaction Database (ORD), a public repository of structured organic reaction records. Task: describe an organic reaction: reactants, conditions, products, and yield Starting materials: ClC1=CC2=C(NC(=N2)C(C(F)(F)F)=O)C=C1Cl (1-(5,6-DiChloro-1H-benzoimidazol-2-yl)-2,2,2-trifluoro-ethanone), ClCCO (2-chloroethanol), C([O-])([O-])=O.[K+].[K+] (potassium carbonate). The solvent is CN(C)C=O (DMF), C(C)(=O)OCC (ethyl acetate). Reaction conditions: time 18 hour. The product is ClC1=CC2=C(NC(=N2)C2(OCCO2)C(F)(F)F)C=C1Cl (5,6-Dichloro-2-(2-trifluoromethyl-[1,3]-dioxolan-2-yl)-1H-benzimidazole). RXN SMILES: [Cl:1][C:2]1[C:16]([Cl:17])=[CH:15][C:5]2[NH:6][C:7]([C:9](=[O:14])[C:10]([F:13])([F:12])[F:11])=[N:8][C:4]=2[CH:3]=1.Cl[CH2:19][CH2:20][OH:21].C(=O)([O-])[O-].[K+].[K+]>CN(C=O)C.C(OCC)(=O)C>[Cl:17][C:16]1[C:2]([Cl:1])=[CH:3][C:4]2[NH:8][C:7]([C:9]3([C:10]([F:13])([F:11])[F:12])[O:21][CH2:20][CH2:19][O:14]3)=[N:6][C:5]=2[CH:15]=1 |f:2.3.4|. Reported procedure: 1-(5,6-DiChloro-1H-benzoimidazol-2-yl)-2,2,2-trifluoro-ethanone (1.14 g; 4.02 mmol), 2-chloroethanol (0.83 mL; 12.4 mmol) and potassium carbonate (1.68 g; 12.2 mmol) were dissolved in DMF (18 mL). The reaction mixture was stirred for 18 hrs at ambient temperature, then diluted with ethyl acetate (80 mL), washed with water (50 mL) and brine (2×50 mL). The extracts were dried over Na2SO4, filtered, concentrated to a light brown solid and the light brown solid purified by column chromatography (SiO... The reactants are COC=1C=C2C(=NC1)NC(=C2)C(=CC2CCOCC2)C2=CC=C(C=C2)C(F)(F)F (5-methoxy-2-[2-(tetrahydro-pyran-4-yl)-1-(4-trifluoromethyl-phenyl)-vinyl]-1H-pyrrolo[2,3-b]pyridine). The reagents and catalysts are [Pd] (palladium on activated carbon). Run in CO (methanol). Run at temperature 50 celsius. Product: COC=1C=C2C(=NC1)NC(=C2)C(CC2CCOCC2)C2=CC=C(C=C2)C(F)(F)F (5-methoxy-2-[2-(tetrahydro-pyran-4-yl)-1-(4-trifluoromethyl-phenyl)-ethyl]-1H-pyrrolo[2,3-b]pyridine). Yield: 65.9%. As a reaction SMILES: [CH3:1][O:2][C:3]1[CH:4]=[C:5]2[CH:11]=[C:10]([C:12]([C:20]3[CH:25]=[CH:24][C:23]([C:26]([F:29])([F:28])[F:27])=[CH:22][CH:21]=3)=[CH:13][CH:14]3[CH2:19][CH2:18][O:17][CH2:16][CH2:15]3)[NH:9][C:6]2=[N:7][CH:8]=1>[Pd].CO>[CH3:1][O:2][C:3]1[CH:4]=[C:5]2[CH:11]=[C:10]([CH:12]([C:20]3[CH:21]=[CH:22][C:23]([C:26]([F:27])([F:28])[F:29])=[CH:24][CH:25]=3)[CH2:13][CH:14]3[CH2:15][CH2:16][O:17][CH2:18][CH2:19]3)[NH:9][C:6]2=[N:7][CH:8]=1. Procedure: A mixture of 5-methoxy-2-[2-(tetrahydro-pyran-4-yl)-1-(4-trifluoromethyl-phenyl)-vinyl]-1H-pyrrolo[2,3-b]pyridine (180 mg, 0.45 mmol) and 10% palladium on activated carbon (50 mg) in methanol (200 mL) was heated at 50° C. under hydrogen (50 psi) for 6 h. The mixture was cooled to room temperature. The catalyst was removed by filtration and washed with ethyl acetate. The filtrate was concentrated in vacuo and purified using a Waters automated flash system (column: Xterra 30 mm×100 mm, sample mana...